This data is from the Open Reaction Database (ORD), a public repository of structured organic reaction records. The task is: describe an organic reaction: reactants, conditions, products, and yield The reactants are N1=CC(=CC=C1)C1=NNC(=C1)C(=O)OCC (ethyl 3-(pyridin-3-yl)-1H-pyrazole-5-carboxylate), [H-].[Na+] (NaH), BrCC(=O)C1=C(C=CC(=C1)OC)OC (2-bromo-1-(2,5-dimethoxyphenyl)ethanone). Reaction conditions: time 8 hour. The product is COC1=C(C=C(C=C1)OC)C(CN1N=C(C=C1C(=O)OCC)C=1C=NC=CC1)=O (Ethyl 1-(2-(2,5-dimethoxyphenyl)-2-oxoethyl)-3-(pyridin-3-yl)-1H-pyrazole-5-carboxylate). RXN SMILES: [N:1]1[CH:6]=[CH:5][CH:4]=[C:3]([C:7]2[CH:11]=[C:10]([C:12]([O:14][CH2:15][CH3:16])=[O:13])[NH:9][N:8]=2)[CH:2]=1.[H-].[Na+].Br[CH2:20][C:21]([C:23]1[CH:28]=[C:27]([O:29][CH3:30])[CH:26]=[CH:25][C:24]=1[O:31][CH3:32])=[O:22]>>[CH3:32][O:31][C:24]1[CH:25]=[CH:26][C:27]([O:29][CH3:30])=[CH:28][C:23]=1[C:21](=[O:22])[CH2:20][N:9]1[C:10]([C:12]([O:14][CH2:15][CH3:16])=[O:13])=[CH:11][C:7]([C:3]2[CH:2]=[N:1][CH:6]=[CH:5][CH:4]=2)=[N:8]1 |f:1.2|. Procedure details: To a flame dried flask equipped with a stirbar cooled under argon was added ethyl 3-(pyridin-3-yl)-1H-pyrazole-5-carboxylate (0.02 grams, 0.092 mmol, 0.1 M in THF). While stirring at room temperature NaH (0.0055 grams, 1.8 mmol, 60% in mineral oil, purchase from Aldrich) was added. After fifteen minutes 2-bromo-1-(2,5-dimethoxyphenyl)ethanone (0.047 grams, 0.14 mmol, purchased from Aldrich) was added as a solid. The reaction was stirred overnight. The next day, the reaction was quenched with 0.1... Starting materials: C1(=CC=CC=C1)C1=C(C(=O)O)C=CC=N1 (2-phenylnicotinic acid), C1(=CC=CC=C1)C1=NC=CC=C1N (2-phenyl-3-aminopyridine). Procedure: First, a carboxyl group of a 2-phenylnicotinic acid derivative is amidated and applied to Hofmann's reaction. Then, the resulting 2-phenyl-3-aminopyridine derivative is reduced to produce a 2-phenyl-3-aminopiperidine derivative, and further subjecting the resulting compound to acylation or alkylation, if desired. Yields the product C1(=CC=CC=C1)C1NCCCC1N (2-phenyl-3-aminopiperidine). As a reaction SMILES: C1(C2N=CC=CC=2C(O)=O)C=CC=CC=1.[C:16]1([C:22]2[C:27]([NH2:28])=[CH:26][CH:25]=[CH:24][N:23]=2)[CH:21]=[CH:20][CH:19]=[CH:18][CH:17]=1>>[C:16]1([CH:22]2[CH:27]([NH2:28])[CH2:26][CH2:25][CH2:24][NH:23]2)[CH:17]=[CH:18][CH:19]=[CH:20][CH:21]=1. Starting materials: C1(C(OB(O1)B1OC(C(O1)(C)C)(C)C)(C)C)(C)C, c1(nn(cc1)C)N. Reagents/catalysts: c1ccc(cc1)-c2c3ccccc3cc4ccccc24 (9-Phenylanthracene), c1(c2cc(ccn2)C(C)(C)C)cc(ccn1)C(C)(C)C (dtbbpy), [Ir-]12[Ir-]([O+]1C)[O+]2C.C1=CCCC=CCC1.C1=CCCC=CCC1 ([Ir(OMe)(COD)]2). Solvent: CC(C)(C)OC (tBME). Conditions: temperature 80 celsius, time 18 hour. Product: Cn1nc(N)cc1B2OC(C)(C)C(C)(C)O2. RXN SMILES: [CH3:1][n:2]1[n:7][c:5]([NH2:6])[cH:4][cH:3]1.[CH3:8][C:9]1([C:14]([CH3:16])([CH3:15])[O:13][B:12](B2OC(C)(C)C(C)(C)O2)[O:11]1)[CH3:10]>>[CH3:1][n:2]1[c:3]([B:12]2[O:13][C:14]([CH3:16])([CH3:15])[C:9]([CH3:10])([CH3:8])[O:11]2)[cH:4][c:5]([NH2:6])[n:7]1.